This data is from the Open Reaction Database (ORD), a public repository of structured organic reaction records. The task is: describe an organic reaction: reactants, conditions, products, and yield Starting materials: ClC1=NC=CC(=N1)Cl (2,4-dichloropyrimidine), FC(CO)(F)F (2,2,2-Trifluoroethanol), [H-].[Na+] (sodium hydride), O (water). Solvent: CN(C)C=O (DMF), CN(C)C=O (DMF), CN(C)C=O (DMF). Yields the product ClC1=NC=CC(=N1)OCC(F)(F)F (2-chloro-4-(2,2,2-trifluoroethoxy)-pyrimidine). Isolated yield 70.0%. Reaction SMILES: [F:1][C:2]([F:6])([F:5])[CH2:3][OH:4].[H-].[Na+].[Cl:9][C:10]1[N:15]=[C:14](Cl)[CH:13]=[CH:12][N:11]=1.O>CN(C=O)C>[Cl:9][C:10]1[N:15]=[C:14]([O:4][CH2:3][C:2]([F:6])([F:5])[F:1])[CH:13]=[CH:12][N:11]=1 |f:1.2|. Procedure details: 2,2,2-Trifluoroethanol (51.3 ml) in DMF (135 ml) was added to a suspension of sodium hydride (29.5 g) in DMF (335 ml) keeping the temperature below 10° C. After 1 hour the resulting mixture was added to a solution of 2,4-dichloropyrimidine (100 g) in DMF (330 ml) keeping the temperature between -5° and -10° C. 1 Hour later the resulting reaction mixture was poured into water (1 l) and extracted with ethyl acetate (3×400 ml). The combined extracts were washed with brine, dried and concentrated to...